From a dataset of the Open Reaction Database (ORD), a public repository of structured organic reaction records. describe an organic reaction: reactants, conditions, products, and yield Starting materials: C(C)(C)(C)NC=1C(=CC(=CC1)C(F)(F)F)N (N1-tert-butyl-4-trifluoromethylbenzene-1,2-diamine), isonicotinealdehyde-bisulfite, CN(C=O)C (N,N-dimethylformamide), [OH-].[Na+] (sodium hydroxide). Conditions: temperature 150 celsius, time 10 minute. Yields the product C(C)(C)(C)N1C(=NC2=C1C=CC(=C2)C(F)(F)F)C2=CC=NC=C2 (1-tert-butyl-2-(pyridin-4-yl)-5-trifluoromethyl-1H-benzimidazole). As a reaction SMILES: [C:1]([NH:5][C:6]1[C:7]([NH2:16])=[CH:8][C:9]([C:12]([F:15])([F:14])[F:13])=[CH:10][CH:11]=1)([CH3:4])([CH3:3])[CH3:2].[OH-].[Na+].[CH3:19][N:20]([CH3:23])C=O>>[C:1]([N:5]1[C:6]2[CH:11]=[CH:10][C:9]([C:12]([F:14])([F:15])[F:13])=[CH:8][C:7]=2[N:16]=[C:4]1[C:1]1[CH:3]=[CH:23][N:20]=[CH:19][CH:2]=1)([CH3:4])([CH3:2])[CH3:3] |f:1.2|. Reported procedure: A mixture of 0.47 g of N1-tert-butyl-4-trifluoromethylbenzene-1,2-diamine, 0.51 g of isonicotinealdehyde-bisulfite adduct and 5 ml of N,N-dimethylformamide was stirred for 10 minutes at 150° C. The reaction mixture was ice-cooled, then, a 10% sodium hydroxide aqueous solution was poured, and the mixture was extracted with methyl tert-butyl ether. The organic layer was washed with water, dried over sodium sulfate, then, concentrated under reduced pressure to obtain a solid residue. The residue wa... Reactants: O (water), S(=O)(=O)(OCCCCC=C(C)C)C1=CC=C(C)C=C1 (6-methyl-5-heptenyl tosylate), CN(C)P(=O)(N(C)C)N(C)C (HMPA), [Br-].[K+] (potassium bromide). Reagents/catalysts: C1COCCOCCOCCOCCOCCO1 (18-crown-6). Run in C1CCOC1 (THF). Yields the product CC(=CCCCCBr)C (6-methyl-5-heptenyl bromide). Yield: 76.6%. As a reaction SMILES: S(C1C=CC(C)=CC=1)(O[CH2:5][CH2:6][CH2:7][CH2:8][CH:9]=[C:10]([CH3:12])[CH3:11])(=O)=O.CN(P(N(C)C)(N(C)C)=O)C.[Br-:31].[K+].O>C1COCC1.C1OCCOCCOCCOCCOCCOC1>[CH3:11][C:10]([CH3:12])=[CH:9][CH2:8][CH2:7][CH2:6][CH2:5][Br:31] |f:2.3|. Procedure: A solution of 11 g of 6-methyl-5-heptenyl tosylate in 100 ml of THF were added 10 ml of HMPA, 50 g of potassium bromide and 300 mg of 18-crown-6, and the resulting mixture was refluxed for 5 hours. After cooling, water was added, and the mixture was concentrated, the residue was extracted with pentane 3 times, the combined organic layers were washed with a saturated aqueous solution of sodium hydrogen carbonate water and saturated brine, dried and concentrated to give 8 g of an oily substance. T... The reactants are CN, CS(C)=O, Cl, Nc1ccc(-n2c(=O)[nH]c3cc(F)c(F)cc3c2=O)cc1. The product is CNc1cc2[nH]c(=O)n(-c3ccc(N)cc3)c(=O)c2cc1F. Reaction SMILES: [CH3:23][NH2:24].[CH3:25][S:26](=[O:27])[CH3:28].[ClH:1].[NH2:2][c:3]1[cH:4][cH:5][c:6](-[n:9]2[c:10](=[O:22])[nH:11][c:12]3[cH:13][c:14]([F:21])[c:15]([F:20])[cH:16][c:17]3[c:18]2=[O:19])[cH:7][cH:8]1>>[NH2:2][c:3]1[cH:4][cH:5][c:6](-[n:9]2[c:10](=[O:22])[nH:11][c:12]3[cH:13][c:14]([NH:24][CH3:23])[c:15]([F:20])[cH:16][c:17]3[c:18]2=[O:19])[cH:7][cH:8]1. The reactants are BrCCCCCCCCBr, CCCCCCCCCCCCCCCCCCOCCCO, CCCCCCCCCCCCCCCC[N+](C)(C)C, [Cl-], [Na+], [OH-]. The product is CCCCCCCCCCCCCCCCCCOCCCOCCCCCCCCBr. Reaction SMILES: [Br:24][CH2:25][CH2:26][CH2:27][CH2:28][CH2:29][CH2:30][CH2:31][CH2:32][Br:33].[CH2:1]([CH2:2][CH2:3][CH2:4][CH2:5][CH2:6][CH2:7][CH2:8][CH2:9][CH2:10][CH2:11][CH2:12][CH2:13][CH2:14][CH2:15][CH2:16][CH2:17][CH3:18])[O:19][CH2:20][CH2:21][CH2:22][OH:23].[CH3:37][CH2:38][CH2:39][CH2:40][CH2:41][CH2:42][CH2:43][CH2:44][CH2:45][CH2:46][CH2:47][CH2:48][CH2:49][CH2:50][CH2:51][CH2:52][N+:53]([CH3:54])([CH3:55])[CH3:56].[Cl-:36].[Na+:35].[OH-:34]>>[CH2:1]([CH2:2][CH2:3][CH2:4][CH2:5][CH2:6][CH2:7][CH2:8][CH2:9][CH2:10][CH2:11][CH2:12][CH2:13][CH2:14][CH2:15][CH2:16][CH2:17][CH3:18])[O:19][CH2:20][CH2:21][CH2:22][O:23][CH2:32][CH2:31][CH2:30][CH2:29][CH2:28][CH2:27][CH2:26][CH2:25][Br:24].